From a dataset of the Open Reaction Database (ORD), a public repository of structured organic reaction records. describe an organic reaction: reactants, conditions, products, and yield Starting materials: C(C1=CC=CC=C1)N1CC(C(C(C1)C)=O)C (1-Benzyl-3,5-dimethyl-piperidin-4-one). The solvent is CO (methanol). Run at time 30 minute. Yields the product C(C1=CC=CC=C1)N1CC(C(C(C1)C)O)C (1-Benzyl-3,5-dimethyl-piperidin-4-ol). RXN SMILES: [CH2:1]([N:8]1[CH2:13][CH:12]([CH3:14])[C:11](=[O:15])[CH:10]([CH3:16])[CH2:9]1)[C:2]1[CH:7]=[CH:6][CH:5]=[CH:4][CH:3]=1>CO>[CH2:1]([N:8]1[CH2:13][CH:12]([CH3:14])[CH:11]([OH:15])[CH:10]([CH3:16])[CH2:9]1)[C:2]1[CH:3]=[CH:4][CH:5]=[CH:6][CH:7]=1. Procedure: Sodiumboronhydride (121 mg, 3.2 mmol) is added to a solution of 44 (1.4 g, 6.4 mmol) in 15 ml of methanol and the mixture is stirred at room temperature for 30 min. The mixture is evaporated, and the residue is dissolved in ethyl acetate and washed with water.